From a dataset of the Open Reaction Database (ORD), a public repository of structured organic reaction records. describe an organic reaction: reactants, conditions, products, and yield Reactants: OC=1C=C(C=CC1)C(C(=O)O)C (2-(3-hydroxyphenyl)propionic acid), cis-2-(hydroxymethyl)cyclohexanecarboxylic acid lactone, C([O-])([O-])=O.[K+].[K+] (potassium carbonate). Run in CN(C=O)C (dimethylformamide). Run at temperature 170 celsius, time 3 hour. Product: C(=O)(O)C1C(CCCC1)COC=1C=C(C=CC1)C(C(=O)O)C (2-[3-(2-Carboxycyclohexylmethyloxy)phenyl]propionic acid). Yield: 79.1%. Reaction SMILES: [OH:1][C:2]1[CH:3]=[C:4]([CH:8]([CH3:12])[C:9]([OH:11])=[O:10])[CH:5]=[CH:6][CH:7]=1.[C:13](=[O:16])([O-])[O-:14].[K+].[K+]>CN(C)C=O>[C:13]([CH:3]1[CH2:2][CH2:7][CH2:6][CH2:5][CH:4]1[CH2:8][O:1][C:2]1[CH:3]=[C:4]([CH:8]([CH3:12])[C:9]([OH:11])=[O:10])[CH:5]=[CH:6][CH:7]=1)([OH:14])=[O:16] |f:1.2.3|. Procedure details: To 2-(3-hydroxyphenyl)propionic acid (19.2 g) were added cis-2-(hydroxymethyl)cyclohexanecarboxylic acid lactone (19.5 g), potassium carbonate (19.2 g) and dimethylformamide (200 ml). The mixture was heated with stirring for 3 hours in an oil bath maintained at 170° C. The reaction mixture was treated in substantially the same manner as in Reference Example 2. There was obtained the title compound (14 g) as an oil. IR νmaxfilm cm-1 : 1700 (C=O). MS m/e: 306 (M+). Starting materials: CCc1ccc(C=O)cc1, CO, C[N+](=O)[O-], [Na+], [OH-]. Yields the product CCc1ccc(C=C[N+](=O)[O-])cc1. Reaction SMILES: [CH2:3]([CH3:4])[c:5]1[cH:6][cH:7][c:8]([CH:9]=[O:10])[cH:11][cH:12]1.[CH3:17][OH:18].[N+:13](=[O:14])([O-:15])[CH3:16].[Na+:2].[OH-:1]>>[CH2:3]([CH3:4])[c:5]1[cH:6][cH:7][c:8]([CH:9]=[CH:16][N+:13](=[O:14])[O-:15])[cH:11][cH:12]1. Reactants: [N+](=O)([O-])C1=C2CCNC2=C(C=C1)CC (4-nitro 7-ethylindoline), [N+](=O)([O-])C1=CC=C2CCNC2=C1CC (6-nitro 7-ethylindoline). Product: NC1=C2C=CNC2=C(C=C1)CC (4-Amino 7-Ethylindole). RXN SMILES: [N+:1]([C:4]1[CH:12]=[CH:11][C:10]([CH2:13][CH3:14])=[C:9]2[C:5]=1[CH2:6][CH2:7][NH:8]2)([O-])=O.[N+](C1C(CC)=C2C(CCN2)=CC=1)([O-])=O>>[NH2:1][C:4]1[CH:12]=[CH:11][C:10]([CH2:13][CH3:14])=[C:9]2[C:5]=1[CH:6]=[CH:7][NH:8]2. Procedure details: 4-nitro 7-ethylindoline was reduced in the same manner than 6-nitro 7-ethylindoline. 6 g of indole recrystallized from a ethylacetate/isopropylic ether (1/3) mixture were obtained. Starting materials: NOCc1ccccc1, CC(=O)c1cnc2nnn(Cc3ccc4ncccc4c3)c2n1. The product is CC(=NOCc1ccccc1)c1cnc2nnn(Cc3ccc4ncccc4c3)c2n1. RXN SMILES: [CH2:24]([c:25]1[cH:26][cH:27][cH:28][cH:29][cH:30]1)[O:31][NH2:32].[n:1]1[cH:2][cH:3][cH:4][c:5]2[cH:6][c:7]([CH2:11][n:12]3[n:13][n:14][c:15]4[c:16]3[n:17][c:18]([C:21]([CH3:22])=[O:23])[cH:19][n:20]4)[cH:8][cH:9][c:10]12>>[n:1]1[cH:2][cH:3][cH:4][c:5]2[cH:6][c:7]([CH2:11][n:12]3[n:13][n:14][c:15]4[c:16]3[n:17][c:18]([C:21]([CH3:22])=[N:32][O:31][CH2:24][c:25]3[cH:26][cH:27][cH:28][cH:29][cH:30]3)[cH:19][n:20]4)[cH:8][cH:9][c:10]12. The reactants are C=CCC1CCCCCCCCCCC1O, Cc1ccccc1, [Na+], [Na+], O=C([O-])[O-], Cc1ccc(S(=O)(=O)O)cc1. Product: CC1CC2CCCCCCCCCCC2O1. RXN SMILES: [CH2:1]([CH:2]=[CH2:3])[CH:4]1[CH:5]([OH:16])[CH2:6][CH2:7][CH2:8][CH2:9][CH2:10][CH2:11][CH2:12][CH2:13][CH2:14][CH2:15]1.[CH3:34][c:35]1[cH:36][cH:37][cH:38][cH:39][cH:40]1.[Na+:28].[Na+:29].[O-:30][C:31](=[O:32])[O-:33].[c:17]1([CH3:18])[cH:19][cH:20][c:21]([S:22]([OH:23])(=[O:24])=[O:25])[cH:26][cH:27]1>>[CH2:1]1[CH:2]([CH3:3])[O:16][CH:5]2[CH:4]1[CH2:15][CH2:14][CH2:13][CH2:12][CH2:11][CH2:10][CH2:9][CH2:8][CH2:7][CH2:6]2. The reactants are CC(C)(C)OC(=O)N1CCC(c2nc(Br)c(Br)n2CCOC2CCCCO2)CC1, C1CCOC1, [Li]CCCC. Yields the product CC(C)(C)OC(=O)N1CCC(c2nc(Br)cn2CCOC2CCCCO2)CC1. RXN SMILES: [C:1]([CH3:2])([CH3:3])([CH3:4])[O:5][C:6](=[O:7])[N:8]1[CH2:9][CH2:10][CH:11]([c:14]2[n:15]([CH2:21][CH2:22][O:23][CH:24]3[O:25][CH2:26][CH2:27][CH2:28][CH2:29]3)[c:16]([Br:20])[c:17]([Br:19])[n:18]2)[CH2:12][CH2:13]1.[CH2:35]1[O:36][CH2:37][CH2:38][CH2:39]1.[CH3:30][CH2:31][CH2:32][CH2:33][Li:34]>>[C:1]([CH3:2])([CH3:3])([CH3:4])[O:5][C:6](=[O:7])[N:8]1[CH2:9][CH2:10][CH:11]([c:14]2[n:15]([CH2:21][CH2:22][O:23][CH:24]3[O:25][CH2:26][CH2:27][CH2:28][CH2:29]3)[cH:16][c:17]([Br:19])[n:18]2)[CH2:12][CH2:13]1.